describe an organic reaction: reactants, conditions, products, and yield From a dataset of the Open Reaction Database (ORD), a public repository of structured organic reaction records. The reactants are CC(=CCCC#CC(=O)OC)C (methyl 7-methyloct-6-en-2-ynoate), lithium dimethyl cuprate, C[Cu] (methyl copper). The product is C/C(=C/C(=O)OC)/CCC=C(C)C (methyl (Z)-3,7-dimethylocta-2,6-dienoate). As a reaction SMILES: [CH3:1][C:2]([CH3:12])=[CH:3][CH2:4][CH2:5][C:6]#[C:7][C:8]([O:10][CH3:11])=[O:9].[CH3:13][Cu]>>[CH3:13]/[C:6](/[CH2:5][CH2:4][CH:3]=[C:2]([CH3:12])[CH3:1])=[CH:7]/[C:8]([O:10][CH3:11])=[O:9]. Procedure: contacting the isolated product of step c with lithium dimethyl cuprate and methyl copper to produce methyl (Z)-3,7-dimethylocta-2,6-dienoate; and Reactants: [BH4-], COc1ccc(CC(=O)N(Cc2ccc(C)cc2)C2CCNCC2)cc1, CCO, CC(=O)O, O=CC1CCCCC1, Cl, [Na+]. Yields the product COc1ccc(CC(=O)N(Cc2ccc(C)cc2)C2CCN(CC3CCCCC3)CC2)cc1. Reaction SMILES: [BH4-:36].[CH3:1][O:2][c:3]1[cH:4][cH:5][c:6]([CH2:9][C:10](=[O:11])[N:12]([CH:13]2[CH2:14][CH2:15][NH:16][CH2:17][CH2:18]2)[CH2:19][c:20]2[cH:21][cH:22][c:23]([CH3:26])[cH:24][cH:25]2)[cH:7][cH:8]1.[CH3:38][CH2:39][OH:40].[CH3:41][C:42](=[O:43])[OH:44].[CH:28]1([CH:34]=[O:35])[CH2:29][CH2:30][CH2:31][CH2:32][CH2:33]1.[ClH:27].[Na+:37]>>[CH3:1][O:2][c:3]1[cH:4][cH:5][c:6]([CH2:9][C:10](=[O:11])[N:12]([CH:13]2[CH2:14][CH2:15][N:16]([CH2:34][CH:28]3[CH2:29][CH2:30][CH2:31][CH2:32][CH2:33]3)[CH2:17][CH2:18]2)[CH2:19][c:20]2[cH:21][cH:22][c:23]([CH3:26])[cH:24][cH:25]2)[cH:7][cH:8]1. The reactants are C1(CCCCC1)CCCCCCCCNC1=CC=C(C(=O)O)C=C1 (4-(8-cyclohexyloctylamino)benzoic acid), C(OC)COC.C(Cl)Cl (dimethoxyethane methylene chloride). Product: Cl.C1(CCCCC1)CCCCCCCCNC1=CC=C(C(=O)Cl)C=C1 (4-(8-cyclohexyloctylamino)benzoyl chloride hydrochloride). Reaction SMILES: [CH:1]1([CH2:7][CH2:8][CH2:9][CH2:10][CH2:11][CH2:12][CH2:13][CH2:14][NH:15][C:16]2[CH:24]=[CH:23][C:19]([C:20](O)=[O:21])=[CH:18][CH:17]=2)[CH2:6][CH2:5][CH2:4][CH2:3][CH2:2]1.C(COC)OC.C(Cl)[Cl:32]>>[ClH:32].[CH:1]1([CH2:7][CH2:8][CH2:9][CH2:10][CH2:11][CH2:12][CH2:13][CH2:14][NH:15][C:16]2[CH:24]=[CH:23][C:19]([C:20]([Cl:32])=[O:21])=[CH:18][CH:17]=2)[CH2:6][CH2:5][CH2:4][CH2:3][CH2:2]1 |f:1.2,3.4|. Procedure details: A cold solution of 25 g. 4-(8-cyclohexyloctylamino)benzoic acid in 500 ml. dimethoxyethane-methylene chloride (4:1) is prepared and dry hydrochloric acid is bubbled through the solution until no more precipitate forms. The solution is treated with 25 ml. thionyl chloride and refluxed until all of the precipitate has dissolved. The solvents are evaporated to yield an orange, semi-crystalline mass. The reactants are C(C)(=O)NC1=C(C=C(C=C1)S(F)(F)(F)(F)F)[N+](=O)[O-] (4-Acetamido-3-nitrophenylsulphur pentafluoride), Cl (hydrochloric acid). The solvent is O1CCOCC1 (dioxan). Product: NC1=C(C=C(C=C1)S(F)(F)(F)(F)F)[N+](=O)[O-] (4-amino-3-nitrophenylsulphur pentafluoride). The yield is 98.7%. Reaction SMILES: C([NH:4][C:5]1[CH:10]=[CH:9][C:8]([S:11]([F:16])([F:15])([F:14])([F:13])[F:12])=[CH:7][C:6]=1[N+:17]([O-:19])=[O:18])(=O)C.Cl>O1CCOCC1>[NH2:4][C:5]1[CH:10]=[CH:9][C:8]([S:11]([F:14])([F:15])([F:16])([F:13])[F:12])=[CH:7][C:6]=1[N+:17]([O-:19])=[O:18]. Reported procedure: 4-Acetamido-3-nitrophenylsulphur pentafluoride (29.0 g) was heated at reflux with hydrochloric acid (6N) and dioxan for 40 minutes and concentrated to low volume, basified with sodium carbonate solution and extracted (ether). The extract was washed (water), dried (magnesium sulphate) and evaporated to give 4-amino-3-nitrophenylsulphur pentafluoride (24.7 g), m.p.132-135° C. The reactants are Ice water, BrCCCCCCSC=1C(=CC=2N(N1)N=CN2)C (6-(6-bromohexylthio)-7-methyl[1,2,4]triazolo[1,5-b]pyridazine), C1(=CC=CC=C1)C(OC1CCNCC1)C1=CC=CC=C1 (4-(diphenylmethoxy)piperidine), CN(C=O)C (N,N-dimethylformamide), C([O-])([O-])=O.[K+].[K+] (potassium carbonate). Conditions: time 24 hour. The product is C(\C=C\C(=O)O)(=O)O.C1(=CC=CC=C1)C(OC1CCN(CC1)CCCCCCSC=1C(=CC=2N(N1)N=CN2)C)C2=CC=CC=C2 (6-[6-[4-(Diphenylmethoxy)piperidino]hexylthio]-7-methyl[1,2,4]triazolo[1,5-b]pyridazine Fumarate). Reaction SMILES: Br[CH2:2][CH2:3][CH2:4][CH2:5][CH2:6][CH2:7][S:8][C:9]1[C:10]([CH3:18])=[CH:11][C:12]2[N:13]([N:15]=[CH:16][N:17]=2)[N:14]=1.[C:19]1([CH:25]([C:33]2[CH:38]=[CH:37][CH:36]=[CH:35][CH:34]=2)[O:26][CH:27]2[CH2:32][CH2:31][NH:30][CH2:29][CH2:28]2)[CH:24]=[CH:23][CH:22]=[CH:21][CH:20]=1.[C:39](=[O:42])([O-:41])[O-].[K+].[K+].CN(C)C=[O:48]>>[C:25]([OH:48])(=[O:26])/[CH:33]=[CH:38]/[C:39]([OH:41])=[O:42].[C:33]1([CH:25]([C:19]2[CH:20]=[CH:21][CH:22]=[CH:23][CH:24]=2)[O:26][CH:27]2[CH2:32][CH2:31][N:30]([CH2:2][CH2:3][CH2:4][CH2:5][CH2:6][CH2:7][S:8][C:9]3[C:10]([CH3:18])=[CH:11][C:12]4[N:13]([N:15]=[CH:16][N:17]=4)[N:14]=3)[CH2:29][CH2:28]2)[CH:34]=[CH:35][CH:36]=[CH:37][CH:38]=1 |f:2.3.4,6.7|. Procedure: 1.0 g of 6-(6-bromohexylthio)-7-methyl[1,2,4]triazolo[1,5-b]pyridazine and 810 mg of 4-(diphenylmethoxy)piperidine were dissolved in 10 ml of N,N-dimethylformamide; 500 mg of potassium carbonate was added, followed by stirring at room temperature for 24 hours. Ice water was added, followed by extraction with ethyl acetate; the extract was washed with saturated saline, dried over magnesium sulfate and concentrated under reduced pressure. The residue was subjected to silica gel column chromatograp... Reactants: ClC1=NC(=NC(=C1C=O)NC1=C(C=CC=C1F)F)SC (4-chloro-6-(2,6-difluoro-phenylamino)-2-methylsulfanyl-pyrimidine-5-carbaldehyde), FC1=CC(=C(C=C1)B(O)O)C (4-fluoro-2-methyl-phenylboronic acid). Product: FC1=C(C(=CC=C1)F)NC1=NC(=NC(=C1C=O)C1=C(C=C(C=C1)F)C)SC (4-(2,6-difluoro-phenylamino)-6-(4-fluoro-2-methyl-phenyl)-2-methylsulfanyl-pyrimidine-5-carbaldehyde). As a reaction SMILES: Cl[C:2]1[C:7]([CH:8]=[O:9])=[C:6]([NH:10][C:11]2[C:16]([F:17])=[CH:15][CH:14]=[CH:13][C:12]=2[F:18])[N:5]=[C:4]([S:19][CH3:20])[N:3]=1.[F:21][C:22]1[CH:27]=[CH:26][C:25](B(O)O)=[C:24]([CH3:31])[CH:23]=1>>[F:18][C:12]1[CH:13]=[CH:14][CH:15]=[C:16]([F:17])[C:11]=1[NH:10][C:6]1[C:7]([CH:8]=[O:9])=[C:2]([C:25]2[CH:26]=[CH:27][C:22]([F:21])=[CH:23][C:24]=2[CH3:31])[N:3]=[C:4]([S:19][CH3:20])[N:5]=1. Reported procedure: Prepared as described above in Example 2 starting from 4-chloro-6-(2,6-difluoro-phenylamino)-2-methylsulfanyl-pyrimidine-5-carbaldehyde and 4-fluoro-2-methyl-phenylboronic acid to give the title compound 4-(2,6-difluoro-phenylamino)-6-(4-fluoro-2-methyl-phenyl)-2-methylsulfanyl-pyrimidine-5-carbaldehyde. 1H-NMR: δ 2.21 (s, 3H), 2.25 (s, 3H), 6.95 (m, 4H), 7.18 (m, 4H), 9.54 (s, 1H), 10.29 (br s, 1H). LC MS (m/e)=390 (MH+). Product: [Si](C)(C)(C(C)(C)C)OC[C@@H]1C(OC(=C[C@@H]1C(=O)OC)C1=CC=CC=C1)=O ((3R,4S)-Methyl 3-((tert-butyldimethylsilyloxy)methyl)-6-phenyl-2-oxo-3,4-dihydro-2H-pyran-4-carboxylate). Procedure: Prepared according to the general procedure from 3-(tert-butyldimethylsilyloxy)-2-chloropropanal and (E)-methyl 4-oxo-4-phenylbut-2-enoate using 0.5 mol % 1 as the catalyst in 80% yield as a 3:1 mixture of diastereomers. The diastereomers were separated by silica gel chromatography (15:1 hexanes/EtOAc) and characterized separately. [α]D20 (c 1.07, CHCl3)=+133.6; 1H NMR (400 MHz, CDCl3) δ 7.65-7.62 (m, 2H), 7.40-7.37 (m, 3H), 5.94 (d, 1H, J=7.1 Hz), 4.26 (dd, 1H, J=10.6, 5.7 Hz), 3.88 (t, 1H, J=1... Yield: 80.0%. Starting materials: [Si](C)(C)(C(C)(C)C)OCC(C=O)Cl (3-(tert-butyldimethylsilyloxy)-2-chloropropanal), O=C(/C=C/C(=O)OC)C1=CC=CC=C1 ((E)-methyl 4-oxo-4-phenylbut-2-enoate). RXN SMILES: [Si:1]([O:8][CH2:9][CH:10](Cl)[CH:11]=[O:12])([C:4]([CH3:7])([CH3:6])[CH3:5])([CH3:3])[CH3:2].[O:14]=[C:15]([C:22]1[CH:27]=[CH:26][CH:25]=[CH:24][CH:23]=1)/[CH:16]=[CH:17]/[C:18]([O:20][CH3:21])=[O:19]>>[Si:1]([O:8][CH2:9][C@H:10]1[C@@H:17]([C:18]([O:20][CH3:21])=[O:19])[CH:16]=[C:15]([C:22]2[CH:23]=[CH:24][CH:25]=[CH:26][CH:27]=2)[O:14][C:11]1=[O:12])([C:4]([CH3:7])([CH3:6])[CH3:5])([CH3:3])[CH3:2].